From a dataset of the Open Reaction Database (ORD), a public repository of structured organic reaction records. describe an organic reaction: reactants, conditions, products, and yield Reactants: C1(=CC=C(C=C1)S(=O)(=O)N=C=O)C (p-toluenesulphonyl isocyanate), CC=1C=C(N)C=C(C1S(=O)(=O)C[N+](=O)[O-])C (3,5-dimethyl-4-[(nitromethyl)sulphonyl]aniline). Solvent: C(Cl)Cl (methylene chloride), C(Cl)Cl (methylene chloride). Conditions: time 30 minute. Yields the product CC=1C=C(C=C(C1S(=O)(=O)C[N+](=O)[O-])C)NC(=O)NS(=O)(=O)C1=CC=C(C=C1)C (1-[3,5-dimethyl-4-[(nitromethyl)sulphonyl]phenyl]-3-[(4-methylphenyl)sulphonyl]urea). The yield is 55.5%. As a reaction SMILES: [C:1]1([CH3:13])[CH:6]=[CH:5][C:4]([S:7]([N:10]=[C:11]=[O:12])(=[O:9])=[O:8])=[CH:3][CH:2]=1.[CH3:14][C:15]1[CH:16]=[C:17]([CH:19]=[C:20]([CH3:29])[C:21]=1[S:22]([CH2:25][N+:26]([O-:28])=[O:27])(=[O:24])=[O:23])[NH2:18]>C(Cl)Cl>[CH3:29][C:20]1[CH:19]=[C:17]([NH:18][C:11]([NH:10][S:7]([C:4]2[CH:3]=[CH:2][C:1]([CH3:13])=[CH:6][CH:5]=2)(=[O:8])=[O:9])=[O:12])[CH:16]=[C:15]([CH3:14])[C:21]=1[S:22]([CH2:25][N+:26]([O-:28])=[O:27])(=[O:24])=[O:23]. Procedure details: A solution of 1.55 ml (10.2 mmol) of p-toluenesulphonyl isocyanate in 15.5 ml of anhydrous methylene chloride is added dropwise to a suspension, maintained under a nitrogen atmosphere, of 2.6 g (10.6 mmol) of 3,5-dimethyl-4-[(nitromethyl)sulphonyl]aniline in 52 ml of anhydrous methylene chloride. The temperature of the reaction medium rises spontaneously by 2° C. Stirring of the solution obtained is continued for 30 minutes at room temperature. The reaction medium is then concentrated to dryness... Starting materials: CC1(C)NN(C2C3CC4CC(C3)CC2C4)C1=O, Cc1ccccc1S(=O)(=O)Cl. The product is Cc1ccccc1S(=O)(=O)N1N(C2C3CC4CC(C3)CC2C4)C(=O)C1(C)C. As a reaction SMILES: [CH:1]12[CH:2]([N:11]3[NH:12][C:13]([CH3:16])([CH3:17])[C:14]3=[O:15])[CH:3]3[CH2:4][CH:5]([CH2:6][CH:7]([CH2:8]1)[CH2:9]3)[CH2:10]2.[c:18]1([CH3:28])[c:19]([S:24](=[O:25])(=[O:26])[Cl:27])[cH:20][cH:21][cH:22][cH:23]1>>[CH:1]12[CH:2]([N:11]3[N:12]([S:24]([c:19]4[c:18]([CH3:28])[cH:23][cH:22][cH:21][cH:20]4)(=[O:25])=[O:26])[C:13]([CH3:16])([CH3:17])[C:14]3=[O:15])[CH:3]3[CH2:4][CH:5]([CH2:6][CH:7]([CH2:8]1)[CH2:9]3)[CH2:10]2. Run in CCOC(=O)C.C1(=CC=CC=C1)C (AcOEt toluene), ClCCl.CN(C=O)C (dichloromethane dimethylformamide). The yield is 32.0%. Yields the product COC1=CC=C2C(=CC(=NC2=C1)C1=CC=CC=C1)OC1CN2C(OCCCCC=CC3CC3(NC(C2C1)=O)C(=O)NS(=O)(=O)C1CC1)=O (N-[17-(7-methoxy-2-phenylquinolin-4-yloxy)-2,14-dioxo-3,15-diaza-13-oxatricyclo[13.3.0.04,6]octadec-7-ene-4-carbonyl](cyclopropyl)-sulfonamide). Reactants: C1(CC1)S(=O)(=O)N (cyclopropylsulfonamide), C(C)N=C=NCCCN(C)C (N-ethyl-N′-(3-dimethylaminopropyl)-carbodiimide), Cl (HCl), N12CCCCCC2=NCCC1 (1,8-diazabicyclo[5.4.0]-undec-7-ene), COC1=CC=C2C(=CC(=NC2=C1)C1=CC=CC=C1)OC1CN2C(OCCCCC=CC3CC3(NC(C2C1)=O)C(=O)O)=O (17-(7-methoxy-2-phenylquinolin-4-yloxy)-2,14-dioxo-3,15-diaza-13-oxatricyclo[13.3.0.04,6]octadec-7-ene-4-carboxylic acid), acid. Reaction conditions: time 10 minute. As a reaction SMILES: [CH3:1][O:2][C:3]1[CH:12]=[C:11]2[C:6]([C:7]([O:19][CH:20]3[CH2:37][CH:36]4[N:22]([C:23](=[O:42])[O:24][CH2:25][CH2:26][CH2:27][CH2:28][CH:29]=[CH:30][CH:31]5[C:33]([C:39]([OH:41])=O)([NH:34][C:35]4=[O:38])[CH2:32]5)[CH2:21]3)=[CH:8][C:9]([C:13]3[CH:18]=[CH:17][CH:16]=[CH:15][CH:14]=3)=[N:10]2)=[CH:5][CH:4]=1.C(N=C=NCCCN(C)C)C.Cl.[CH:55]1([S:58]([NH2:61])(=[O:60])=[O:59])[CH2:57][CH2:56]1.N12CCCN=C1CCCCC2>CN(C)C1C=CN=CC=1.CCOC(C)=O.C1(C)C=CC=CC=1.ClCCl.CN(C)C=O>[CH3:1][O:2][C:3]1[CH:12]=[C:11]2[C:6]([C:7]([O:19][CH:20]3[CH2:37][CH:36]4[N:22]([C:23](=[O:42])[O:24][CH2:25][CH2:26][CH2:27][CH2:28][CH:29]=[CH:30][CH:31]5[C:33]([C:39]([NH:61][S:58]([CH:55]6[CH2:57][CH2:56]6)(=[O:60])=[O:59])=[O:41])([NH:34][C:35]4=[O:38])[CH2:32]5)[CH2:21]3)=[CH:8][C:9]([C:13]3[CH:14]=[CH:15][CH:16]=[CH:17][CH:18]=3)=[N:10]2)=[CH:5][CH:4]=1 |f:6.7,8.9|. Reported procedure: To a stirred suspension of the acid 22 (0.041 g, 0.072 mmol) in 3:1 dichloromethane-dimethylformamide (1.2 mL) was added N-ethyl-N′-(3-dimethylaminopropyl)-carbodiimide×HCl (0.027 g, 0.143 mmol) upon which a solution was obtained. The reaction mixture was stirred 10 min, after which 4-(dimethylamino)pyridine (0.009 g, 0.072 mmol) was added, and the reaction mixture was stirred another 40 min at room temperature. Then, a solution of the cyclopropylsulfonamide, prepared as described in WO03/053349... Reagents/catalysts: CN(C1=CC=NC=C1)C (4-(dimethylamino)pyridine). Reactants: CC(C)(C)OC(=O)N1CCC(C(=O)O)CC1, CO, C[Si](C)(C)C=[N+]=[N-], c1ccccc1. Product: COC(=O)C1CCN(C(=O)OC(C)(C)C)CC1. Reaction SMILES: [C:1]([CH3:2])([CH3:3])([CH3:4])[O:5][C:6](=[O:7])[N:8]1[CH2:9][CH2:10][CH:11]([C:12](=[O:13])[OH:14])[CH2:15][CH2:16]1.[CH3:17][OH:18].[CH3:19][Si:20]([CH:21]=[N+:22]=[N-:23])([CH3:24])[CH3:25].[cH:26]1[cH:27][cH:28][cH:29][cH:30][cH:31]1>>[C:1]([CH3:2])([CH3:3])([CH3:4])[O:5][C:6](=[O:7])[N:8]1[CH2:9][CH2:10][CH:11]([C:12]([O:13][CH3:19])=[O:14])[CH2:15][CH2:16]1.